Task: describe an organic reaction: reactants, conditions, products, and yield. Dataset: the Open Reaction Database (ORD), a public repository of structured organic reaction records Starting materials: C(C)(C)(C)OC(N[C@H](C)C=1OC=C(N1)CO)=O ([(R)-1-(4-hydroxymethyl-oxazol-2-yl)-ethyl]-carbamic acid tert-butyl ester), FC(C(=O)O)(F)F (trifluoroacetic acid). Run in ClCCl (dichloromethane). Conditions: time 1.5 hour. The product is FC(C(=O)O)(F)F.N[C@H](C)C=1OC=C(N1)CO ([2-((R)-1-amino-ethyl)-oxazol-4-yl]-methanol trifluoroacetate). As a reaction SMILES: C(OC(=O)[NH:7][C@@H:8]([C:10]1[O:11][CH:12]=[C:13]([CH2:15][OH:16])[N:14]=1)[CH3:9])(C)(C)C.[F:18][C:19]([F:24])([F:23])[C:20]([OH:22])=[O:21]>ClCCl>[F:18][C:19]([F:24])([F:23])[C:20]([OH:22])=[O:21].[NH2:7][C@@H:8]([C:10]1[O:11][CH:12]=[C:13]([CH2:15][OH:16])[N:14]=1)[CH3:9] |f:3.4|. Reported procedure: In a round-bottomed flask, [(R)-1-(4-hydroxymethyl-oxazol-2-yl)-ethyl]-carbamic acid tert-butyl ester (137 mg, 0.51 mmol) was dissolved in dichloromethane (3 ml) and trifluoroacetic acid (1.2 ml, 15.6 mmol) was slowly added. The reaction was stirred at room temperature for 1.5 h then concentrated to afford [2-((R)-1-amino-ethyl)-oxazol-4-yl]-methanol trifluoroacetate as a brown oil which was used without further purification.